Task: describe an organic reaction: reactants, conditions, products, and yield. Dataset: the Open Reaction Database (ORD), a public repository of structured organic reaction records Starting materials: Cl[Si](C)(C)C (chlorotrimethylsilane), C(C)OCC (ethyl ether), 107.1, CC(C#C)O (3-butyne-2-ol), C(C)OCC (ethyl ether), C(CCC)[Li] (n-butyl lithium). Run in O (water), O (water), CCCCCC (hexane). Procedure: A solution of 107.1 parts by weight of 3-butyne-2-ol (I) in 1000 parts by volume of dry ethyl ether is chilled to -50° C. (internal temperature) and 1390 parts by volume of 2.17 M n-butyl lithium in hexane is added over a 2 hour period. The internal temperature is allowed to reach 10° C. during the latter part of the addition to facilitate stirring. The mixture is then cooled again to -30° C. (internal) and 400 parts by volume of chlorotrimethylsilane in 200 parts by volume of ethyl ether is add... Yields the product C[Si](C#CC(C)O)(C)C (4-(trimethylsilyl)-3-butyn-2-ol). Reaction SMILES: [CH3:1][CH:2]([OH:5])[C:3]#[CH:4].C(OCC)C.C([Li])CCC.Cl[Si:17]([CH3:20])([CH3:19])[CH3:18]>CCCCCC.O>[CH3:18][Si:17]([CH3:20])([CH3:19])[C:4]#[C:3][CH:2]([OH:5])[CH3:1]. As a reaction SMILES: C([O:3][C:4](=[O:39])[CH2:5][C:6]1[CH:7]=[N:8][C:9]([C:12]2[CH:17]=[CH:16][C:15]([C:18]([CH2:36][CH3:37])([C:21]3[CH:26]=[CH:25][C:24](/[CH:27]=[CH:28]/[C:29]([CH2:33][CH3:34])([OH:32])[CH2:30][CH3:31])=[C:23]([CH3:35])[CH:22]=3)[CH2:19][CH3:20])=[CH:14][C:13]=2[CH3:38])=[CH:10][CH:11]=1)C.[OH-].[Na+].P([O-])(O)(O)=O.[Na+]>CO.O1CCCC1>[CH2:19]([C:18]([C:15]1[CH:16]=[CH:17][C:12]([C:9]2[N:8]=[CH:7][C:6]([CH2:5][C:4]([OH:39])=[O:3])=[CH:11][CH:10]=2)=[C:13]([CH3:38])[CH:14]=1)([C:21]1[CH:26]=[CH:25][C:24](/[CH:27]=[CH:28]/[C:29]([CH2:30][CH3:31])([OH:32])[CH2:33][CH3:34])=[C:23]([CH3:35])[CH:22]=1)[CH2:36][CH3:37])[CH3:20] |f:1.2,3.4,5.6|. The yield is 63.9%. Reaction conditions: time 1 hour. Solvent: CO.O1CCCC1 (methanol tetrahydrofuran). Reactants: [OH-].[Na+] (sodium hydroxide), C(C)OC(CC=1C=NC(=CC1)C1=C(C=C(C=C1)C(CC)(C1=CC(=C(C=C1)\C=C\C(CC)(O)CC)C)CC)C)=O ([6-(4-{1-Ethyl-1-[4-((E)-3-ethyl-3-hydroxy-1-pentenyl)-3-methyl-phenyl]-propyl}-2-methyl-phenyl)-pyridin-3-yl]-acetic acid ethyl ester), P(=O)(O)(O)[O-].[Na+] (sodium dihydrogenphosphate). The product is C(C)C(CC)(C1=CC(=C(C=C1)\C=C\C(CC)(O)CC)C)C1=CC(=C(C=C1)C1=CC=C(C=N1)CC(=O)O)C ([6-(4-{1-ethyl-1-[4-((E)-3-ethyl-3-hydroxy-1-pentenyl)-3-methyl-phenyl]-propyl}-2-methyl-phenyl)-pyridin-3-yl]-acetic Acid). Procedure: [6-(4-{1-Ethyl-1-[4-((E)-3-ethyl-3-hydroxy-1-pentenyl)-3-methyl-phenyl]-propyl}-2-methyl-phenyl)-pyridin-3-yl]-acetic acid ethyl ester (Example 81-(1); 24.6 mg, 0.047 mmol) was dissolved in methanol/tetrahydrofuran=1:1 (1 mL). A 1 N sodium hydroxide aqueous solution (0.1 mL) was added, and the mixture was stirred at room temperature for one hour. A 30% sodium dihydrogenphosphate aqueous solution (0.3 mL) was added to the reaction mixture, and then the reaction mixture was concentrated under redu... Reactants: Cn1c(=O)[nH]c2cccc(Nc3ccc(C#N)cc3)c21, O=P(Cl)(Cl)Cl. Yields the product Cn1c(Cl)nc2cccc(Nc3ccc(C#N)cc3)c21. Reaction SMILES: [CH3:1][n:2]1[c:3](=[O:20])[nH:4][c:5]2[c:6]1[c:7]([NH:11][c:12]1[cH:13][cH:14][c:15]([C:16]#[N:17])[cH:18][cH:19]1)[cH:8][cH:9][cH:10]2.[P:21]([Cl:22])([Cl:23])([Cl:24])=[O:25]>>[CH3:1][n:2]1[c:3]([Cl:23])[n:4][c:5]2[c:6]1[c:7]([NH:11][c:12]1[cH:13][cH:14][c:15]([C:16]#[N:17])[cH:18][cH:19]1)[cH:8][cH:9][cH:10]2. Reactants: FC1=C(C(=O)O)C=C(C(=C1F)F)[N+](=O)[O-] (2,3,4-trifluoro-5-nitrobenzoic acid), solution, [Li+].C[Si](C)(C)[N-][Si](C)(C)C (LHMDS), FC1=C(N)C=CC(=C1)I (2-fluoro-4-iodoaniline), solution, [Li+].C[Si](C)(C)[N-][Si](C)(C)C (LHMDS). The solvent is C1CCOC1 (THF), C1CCOC1 (THF), C1CCOC1 (THF), C1CCOC1 (THF). Run at temperature -78 celsius, time 45 minute. The product is FC=1C(=C(C(=O)O)C=C(C1F)[N+](=O)[O-])NC1=C(C=C(C=C1)I)F (3,4-Difluoro-2-(2-fluoro-4-iodophenylamino)-5-nitrobenzoic acid). Reaction SMILES: [F:1][C:2]1[CH:8]=[C:7]([I:9])[CH:6]=[CH:5][C:3]=1[NH2:4].[Li+].C[Si]([N-][Si](C)(C)C)(C)C.F[C:21]1[C:29]([F:30])=[C:28]([F:31])[C:27]([N+:32]([O-:34])=[O:33])=[CH:26][C:22]=1[C:23]([OH:25])=[O:24]>C1COCC1>[F:30][C:29]1[C:21]([NH:4][C:3]2[CH:5]=[CH:6][C:7]([I:9])=[CH:8][C:2]=2[F:1])=[C:22]([CH:26]=[C:27]([N+:32]([O-:34])=[O:33])[C:28]=1[F:31])[C:23]([OH:25])=[O:24] |f:1.2|. Reported procedure: To a solution of 2-fluoro-4-iodoaniline (2.9 g, 11.8 mmoles) in 50 ml anhydrous THF at −60° C., 40 ml of a 1M solution of LHMDS in THF (40 mmoles) is added dropwise. In a separate flask, 2,3,4-trifluoro-5-nitrobenzoic acid (5 g, 22.6 mmoles), previously dissolved in THF (50 ml), is treated, at −60° C., with 25 ml of a 1M solution of LHMDS in THF (25 mmoles). Both solutions are stirred at −78° C. for 45 min and the second solution is transferred via cannula to the first reaction mixture. After co... Starting materials: ice water, C(C1=CC=CC=C1)N1CCC(CC1)NC1=CC=CC=C1 (N-(1-benzyl-4-piperidinyl)aniline), C(C)(C)OC(C)C (diisopropyl ether), C(C)OC=CC(=O)Cl (β-ethoxyacrylic acid chloride). Solvent: C(C)N(CC)CC (triethylamine). Product: C(C)OC=CC(=O)N(C1=CC=CC=C1)C1CCN(CC1)CC1=CC=CC=C1 (N-(β-ethoxyacryloyl)-N-(1-benzyl-4-piperidinyl)aniline). Isolated yield 89.3%. As a reaction SMILES: [CH2:1]([N:8]1[CH2:13][CH2:12][CH:11]([NH:14][C:15]2[CH:20]=[CH:19][CH:18]=[CH:17][CH:16]=2)[CH2:10][CH2:9]1)[C:2]1[CH:7]=[CH:6][CH:5]=[CH:4][CH:3]=1.C(OC(C)C)(C)C.[CH2:28]([O:30][CH:31]=[CH:32][C:33](Cl)=[O:34])[CH3:29]>C(N(CC)CC)C>[CH2:28]([O:30][CH:31]=[CH:32][C:33]([N:14]([CH:11]1[CH2:10][CH2:9][N:8]([CH2:1][C:2]2[CH:3]=[CH:4][CH:5]=[CH:6][CH:7]=2)[CH2:13][CH2:12]1)[C:15]1[CH:20]=[CH:19][CH:18]=[CH:17][CH:16]=1)=[O:34])[CH3:29]. Procedure: To a mixture of N-(1-benzyl-4-piperidinyl)aniline (0.9 g), diisopropyl ether (30 ml) and triethylamine (0.5 g) is added β-ethoxyacrylic acid chloride (0.7 g) in portions at 60° C. After refluxing for 1 hour, the reaction mixture is poured into ice-water and extracted with ethyl acetate. The extract is dried and concentrated and to the resulting residue is added n-hexane and the formed crystals are separated by filtration and recrystallized from n-hexane to give N-(β-ethoxyacryloyl)-N-(1-benzyl-4... Reactants: COCC(C)OC1CCNCC1, CCN(C(C)C)C(C)C, O=C(O)c1cc(Cc2n[nH]c(=O)c3ccccc23)ccc1F, CN(C)C=O. Yields the product COCC(C)OC1CCN(C(=O)c2cc(Cc3n[nH]c(=O)c4ccccc34)ccc2F)CC1. Reaction SMILES: [CH3:23][O:24][CH2:25][CH:26]([CH3:27])[O:28][CH:29]1[CH2:30][CH2:31][NH:32][CH2:33][CH2:34]1.[CH:35]([N:36]([CH2:37][CH3:38])[CH:39]([CH3:40])[CH3:41])([CH3:42])[CH3:43].[F:1][c:2]1[c:3]([C:4](=[O:5])[OH:6])[cH:7][c:8]([CH2:11][c:12]2[n:13][nH:14][c:15](=[O:22])[c:16]3[cH:17][cH:18][cH:19][cH:20][c:21]23)[cH:9][cH:10]1.[O:44]=[CH:45][N:46]([CH3:47])[CH3:48]>>[F:1][c:2]1[c:3]([C:4](=[O:5])[N:32]2[CH2:31][CH2:30][CH:29]([O:28][CH:26]([CH2:25][O:24][CH3:23])[CH3:27])[CH2:34][CH2:33]2)[cH:7][c:8]([CH2:11][c:12]2[n:13][nH:14][c:15](=[O:22])[c:16]3[cH:17][cH:18][cH:19][cH:20][c:21]23)[cH:9][cH:10]1. Starting materials: [N+](=O)([O-])C=1C=C(C=C(C(=O)O)C1)C(=O)O (5-nitroisophthalic acid), BrCCCCCCCCCC (1-bromodecane). The product is C(CCCCCCCCC)OC(=O)C1=CC(=CC(=C1)[N+](=O)[O-])C(=O)OCCCCCCCCCC (5-nitro-1,3-benzenedicarboxylic acid didecyl ester). As a reaction SMILES: [N+:1]([C:4]1[CH:5]=[C:6]([C:13]([OH:15])=[O:14])[CH:7]=[C:8]([CH:12]=1)[C:9]([OH:11])=[O:10])([O-:3])=[O:2].Br[CH2:17][CH2:18][CH2:19][CH2:20][CH2:21][CH2:22][CH2:23][CH2:24][CH2:25][CH3:26]>>[CH2:17]([O:14][C:13]([C:6]1[CH:5]=[C:4]([N+:1]([O-:3])=[O:2])[CH:12]=[C:8]([C:9]([O:11][CH2:17][CH2:18][CH2:19][CH2:20][CH2:21][CH2:22][CH2:23][CH2:24][CH2:25][CH3:26])=[O:10])[CH:7]=1)=[O:15])[CH2:18][CH2:19][CH2:20][CH2:21][CH2:22][CH2:23][CH2:24][CH2:25][CH3:26]. Procedure: Using this procedure the reaction of 5-nitroisophthalic acid with 1-bromodecane gave 5-nitro-1,3-benzenedicarboxylic acid didecyl ester (mp 48°-50°, Anal. Calcd for C28H45NO6 : C, 68.40; H, 9.23; N, 2.85. Found: C, 67.68; H, 9.13; N, 2.86. Reactants: O=C([O-])[O-], Cc1cc(C#C[Si](C)(C)C)ccc1OC1CCCCO1, CO, [K+], [K+]. Yields the product C#Cc1ccc(OC2CCCCO2)c(C)c1. Reaction SMILES: [C:21](=[O:22])([O-:23])[O-:24].[CH3:1][Si:2]([CH3:3])([CH3:4])[C:5]#[C:6][c:7]1[cH:8][c:9]([CH3:20])[c:10]([O:11][CH:12]2[O:13][CH2:14][CH2:15][CH2:16][CH2:17]2)[cH:18][cH:19]1.[CH3:27][OH:28].[K+:25].[K+:26]>>[CH:5]#[C:6][c:7]1[cH:8][c:9]([CH3:20])[c:10]([O:11][CH:12]2[O:13][CH2:14][CH2:15][CH2:16][CH2:17]2)[cH:18][cH:19]1. Reactants: C(CCC)N1C(NC(C1=O)=C(C)C)=O (3-n-Butyl-5-(1-methylethylidene)-2,4-imidazolidinedione), [H-].[Na+] (sodium hydride), CI (methyl iodide). Solvent: CN(C=O)C (dimethylformamide). Reaction conditions: temperature 50 celsius. Yields the product CN1C(N(C(C1=C(C)C)=O)CCCC)=O (1-Methyl-3-n-butyl-5-(1-methylethylidene)-2,4-imidazolidinedione). As a reaction SMILES: [CH2:1]([N:5]1[C:9](=[O:10])[C:8](=[C:11]([CH3:13])[CH3:12])[NH:7][C:6]1=[O:14])[CH2:2][CH2:3][CH3:4].[H-].[Na+].[CH3:17]I>CN(C)C=O>[CH3:17][N:7]1[C:8](=[C:11]([CH3:13])[CH3:12])[C:9](=[O:10])[N:5]([CH2:1][CH2:2][CH2:3][CH3:4])[C:6]1=[O:14] |f:1.2|. Reported procedure: 3-n-Butyl-5-(1-methylethylidene)-2,4-imidazolidinedione (3.8 g 0.02 mole) was added to a suspension of sodium hydride (0.95 g 50% oil dispersion 0.2 mole) in dry dimethylformamide (30 ml) and heated at 50° C. for five minutes. The mixture was cooled to room-temperature, methyl iodide (3.4 g 0.024 mole) added and the mixture heated at 50° C. for fifteen minutes. The mixture was then evaporated to dryness on a rotary evaporator under reduced pressure and the residue dissolved in water (100 ml) and... The reactants are [N+](=O)([O-])[O-].[IH2+] (iodonium nitrate), CN(C=1C=C(C=CC1)CCC(C)=O)C (4-(3-dimethylaminophenyl)-2-butanone), C(Cl)(Cl)Cl (CHCl3), CCOCC (Ether). Reported procedure: A solution of 0.16 moles of iodonium nitrate in 280 ml of CHCl3 was added to 30.4 g of 4-(3-dimethylaminophenyl)-2-butanone. The mixture was stirred for 2 hr. Ether was added and the precipitated solid was removed by filtration. The solvent was evaporated in vacuo. The residue was paartitioned between water and ether. The ether solution was washed with sodium thiosulfate solution and brine. The solution was dried (K2CO3) and the solvent evaporated. The residue was taken up in ether and ethereal ... Run at time 2 hour. Reaction SMILES: [N+]([O-])([O-])=O.[IH2+:5].[CH3:6][N:7]([CH3:19])[C:8]1[CH:9]=[C:10]([CH2:14][CH2:15][C:16](=[O:18])[CH3:17])[CH:11]=[CH:12][CH:13]=1.CCOCC.C(Cl)(Cl)[Cl:26]>>[ClH:26].[CH3:19][N:7]([CH3:6])[C:8]1[CH:13]=[CH:12][C:11]([I:5])=[C:10]([CH2:14][CH2:15][C:16](=[O:18])[CH3:17])[CH:9]=1 |f:0.1,5.6|. Product: precipitate, Cl.CN(C=1C=CC(=C(C1)CCC(C)=O)I)C (4-(5-Dimethylamino-2-iodophenyl)-2-butanone Hydrochloride). Isolated yield 85.0%.